From a dataset of the Open Reaction Database (ORD), a public repository of structured organic reaction records. describe an organic reaction: reactants, conditions, products, and yield Starting materials: CC(C)O, CN1C(=O)C(F)(F)CN(C2CC2c2ccccc2)c2nc(Cl)ncc21, ClCCl, COc1cc(C(=O)NC2CCN(C)CC2)ccc1N, [Na+], [Na+], O=C([O-])[O-], O, Cc1ccc(S(=O)(=O)O)cc1. Yields the product COc1cc(C(=O)NC2CCN(C)CC2)ccc1Nc1ncc2c(n1)N(C1CC1c1ccccc1)CC(F)(F)C(=O)N2C. Reaction SMILES: [CH:66]([OH:67])([CH3:68])[CH3:69].[Cl:1][c:2]1[n:3][cH:4][c:5]2[c:6]([n:25]1)[N:7]([CH:16]1[CH:17]([c:19]3[cH:20][cH:21][cH:22][cH:23][cH:24]3)[CH2:18]1)[CH2:8][C:9]([F:14])([F:15])[C:10](=[O:13])[N:11]2[CH3:12].[Cl:63][CH2:64][Cl:65].[NH2:26][c:27]1[c:28]([O:43][CH3:44])[cH:29][c:30]([C:31](=[O:32])[NH:33][CH:34]2[CH2:35][CH2:36][N:37]([CH3:40])[CH2:38][CH2:39]2)[cH:41][cH:42]1.[Na+:57].[Na+:58].[O-:59][C:60](=[O:61])[O-:62].[OH2:45].[c:46]1([CH3:47])[cH:48][cH:49][c:50]([S:51]([OH:52])(=[O:53])=[O:54])[cH:55][cH:56]1>>[c:2]1([NH:26][c:27]2[c:28]([O:43][CH3:44])[cH:29][c:30]([C:31](=[O:32])[NH:33][CH:34]3[CH2:35][CH2:36][N:37]([CH3:40])[CH2:38][CH2:39]3)[cH:41][cH:42]2)[n:3][cH:4][c:5]2[c:6]([n:25]1)[N:7]([CH:16]1[CH:17]([c:19]3[cH:20][cH:21][cH:22][cH:23][cH:24]3)[CH2:18]1)[CH2:8][C:9]([F:14])([F:15])[C:10](=[O:13])[N:11]2[CH3:12]. The reactants are C(C)(C)(C)C1=NC(=CC(=N1)N1CCNCC1)C(C)(C)C (2-tert-butyl-4-[piperazin-1-yl]-6-tert-butyl-pyrimidine), BrCCCCl (1-bromo-3-chloro-propane), [OH-].[Na+] (sodium hydroxide). Reagents/catalysts: [Br-].C(CCC)[N+](CCCC)(CCCC)CCCC (tetrabutylammonium bromide). Solvent: C1(=CC=CC=C1)C (toluene). Reaction conditions: time 5 hour. Product: C(C)(C)(C)C1=NC(=CC(=N1)N1CCN(CC1)CCCCl)C(C)(C)C (2-tert-Butyl-4-[4-(3-chloro-propyl)-piperazin-1-yl]-6-tert-butyl-pyrimidine). Isolated yield 82.0%. As a reaction SMILES: [C:1]([C:5]1[N:10]=[C:9]([N:11]2[CH2:16][CH2:15][NH:14][CH2:13][CH2:12]2)[CH:8]=[C:7]([C:17]([CH3:20])([CH3:19])[CH3:18])[N:6]=1)([CH3:4])([CH3:3])[CH3:2].Br[CH2:22][CH2:23][CH2:24][Cl:25].[OH-].[Na+]>C1(C)C=CC=CC=1.[Br-].C([N+](CCCC)(CCCC)CCCC)CCC>[C:1]([C:5]1[N:10]=[C:9]([N:11]2[CH2:16][CH2:15][N:14]([CH2:22][CH2:23][CH2:24][Cl:25])[CH2:13][CH2:12]2)[CH:8]=[C:7]([C:17]([CH3:20])([CH3:19])[CH3:18])[N:6]=1)([CH3:4])([CH3:3])[CH3:2] |f:2.3,5.6|. Procedure details: 40 g of 2-tert-butyl-4-[piperazin-1-yl]-6-tert-butyl-pyrimidine and 45.6 g of 1-bromo-3-chloro-propane were dissolved in 160 ml toluene. 13.3 g of 50% aqueous sodium hydroxide and 2.3 g of tetrabutylammonium bromide (dissolved in 40 ml water) were added. The mixture was kept at 50° C. for 5 h under vigorous stirring. The reaction mixture was then extracted with water and ethyl acetate. The organic layer was dried over magnesium sulfate, filtered, and the solvent was evaporated. The product was p... The reactants are C=O (formol), Cl (HCl), Cl (HCl), FC1=CC2=C(SC=C2)C=C1 (5-Fluoro-benzo[b]thiophene), C1(=CC=CC=C1)C (Toluene). Reagents/catalysts: [Cl-].[Cl-].[Zn+2] (ZnCl2). Run in C(C)(=O)OCC (ethyl acetate). Run at temperature -10 celsius. Product: ClCC=1C2=C(SC1)C=CC(=C2)F (3-(chloromethyl)-5-fluorobenzo[b]-thiophene). Isolated yield 82.6%. Reaction SMILES: C=O.[F:3][C:4]1[CH:12]=[CH:11][C:7]2[S:8][CH:9]=[CH:10][C:6]=2[CH:5]=1.[C:13]1(C)C=CC=CC=1.[ClH:20]>C(OCC)(=O)C.[Cl-].[Cl-].[Zn+2]>[Cl:20][CH2:13][C:10]1[C:6]2[CH:5]=[C:4]([F:3])[CH:12]=[CH:11][C:7]=2[S:8][CH:9]=1 |f:5.6.7|. Procedure details: A mixture of formol (37%; 31 g) and ZnCl2 (10 g) in ethyl acetate (90 ml) and HCl (12 N; 190 ml) was stirred at −10° C. HCl (gas) was allowed to bubble through the mixture until saturation (at −10° C.). 5-Fluoro-benzo[b]thiophene (0.35 mol) was added dropwise at <0° C. The reaction mixture was stirred overnight at room temperature. Toluene (200 ml) was added and the mixture was stirred vigorously. The organic layer was separated, washed with an aqueous NaHCO3 solution and with water, dried, filt... The reactants are C(Cl)(Cl)Cl (chloroform), Cl.NO (hydroxylamine hydrochloride), N1=CC=CC=C1 (pyridine), C(C(C)C)OC1=C(C(=O)C=2C=CC(=C(C2)CCC(=O)OCC)OCC(C)C)C=CC(=C1)OCC(C)C (ethyl 3-[5-(2,4-diisobutoxybenzoyl)-2-isobutoxyphenyl]-propanoate). Run in O (water), C(C)O (ethanol). Product: C(C(C)C)OC1=C(C=CC(=C1)OCC(C)C)C(C=1C=CC(=C(C1)CCC(=O)OCC)OCC(C)C)=NO (ethyl 3-{5-[(2,4-diisobutoxyphenyl)(hydroxyimino)-methyl]-2-isobutoxyphenyl}propanoate). Isolated yield 99.0%. RXN SMILES: [CH2:1]([O:5][C:6]1[CH:31]=[C:30]([O:32][CH2:33][CH:34]([CH3:36])[CH3:35])[CH:29]=[CH:28][C:7]=1[C:8]([C:10]1[CH:11]=[CH:12][C:13]([O:23][CH2:24][CH:25]([CH3:27])[CH3:26])=[C:14]([CH2:16][CH2:17][C:18]([O:20][CH2:21][CH3:22])=[O:19])[CH:15]=1)=O)[CH:2]([CH3:4])[CH3:3].Cl.[NH2:38][OH:39].N1C=CC=CC=1.C(Cl)(Cl)Cl>C(O)C.O>[CH2:1]([O:5][C:6]1[CH:31]=[C:30]([O:32][CH2:33][CH:34]([CH3:36])[CH3:35])[CH:29]=[CH:28][C:7]=1[C:8](=[N:38][OH:39])[C:10]1[CH:11]=[CH:12][C:13]([O:23][CH2:24][CH:25]([CH3:27])[CH3:26])=[C:14]([CH2:16][CH2:17][C:18]([O:20][CH2:21][CH3:22])=[O:19])[CH:15]=1)[CH:2]([CH3:4])[CH3:3] |f:1.2|. Procedure details: In 20 ml of ethanol is dissolved 10.00 g of ethyl 3-[5-(2,4-diisobutoxybenzoyl)-2-isobutoxyphenyl]-propanoate, to which are added 5.59 g of hydroxylamine hydrochloride and 7 ml of pyridine. The mixture is heated under reflux for 4.5 hours with stirring. After cooling the mixture to ambient temperature, chloroform and water are added, and the organic layer is separated. The organic layer thus obtained is washed with water and saturated aqueous solution of sodium chloride successively and dried ov... Reactants: BrC=1C=C(C=CC1)CNC ([(3-Bromophenyl)methyl]methylamine), Cl (HCl), C([O-])([O-])=O.[K+].[K+] (potassium carbonate), CC(C)OC(N[C@@H]1C[C@@H](N(C2=CC=C(C=C12)B1OC(C(O1)(C)C)(C)C)C(C)=O)C)=O (1-methylethyl[(2S,4R)-1-acetyl-2-methyl-6-(4,4,5,5-tetramethyl-1,3,2-dioxaborolan-2-yl)-1,2,3,4-tetrahydro-4-quinolinyl]carbamate), Intermediate 52, C(C)O (ethanol). The reagents and catalysts are N#N.C=1C=CC(=CC1)[P](C=2C=CC=CC2)(C=3C=CC=CC3)[Pd]([P](C=4C=CC=CC4)(C=5C=CC=CC5)C=6C=CC=CC6)([P](C=7C=CC=CC7)(C=8C=CC=CC8)C=9C=CC=CC9)[P](C=1C=CC=CC1)(C=1C=CC=CC1)C=1C=CC=CC1 (nitrogen tetrakis(triphenylphosphine)palladium(0)). Solvent: C(Cl)Cl (DCM). Conditions: temperature 90 celsius, time 16 hour. Product: Cl.CC(C)N(C(O)=O)[C@@H]1C[C@@H](N(C2=CC=C(C=C12)C1=CC(=CC=C1)CNC)C(C)=O)C (1-methylethyl((2S,4R)-1-acetyl-2-methyl-6-{3-[(methylamino)methyl]phenyl}-1,2,3,4-tetrahydro-4-quinolinyl)carbamate hydrochloride). The yield is 29.6%. Reaction SMILES: Br[C:2]1[CH:3]=[C:4]([CH2:8][NH:9][CH3:10])[CH:5]=[CH:6][CH:7]=1.CC([O:14][C:15](=[O:40])[NH:16][C@H:17]1[C:26]2[C:21](=[CH:22][CH:23]=[C:24](B3OC(C)(C)C(C)(C)O3)[CH:25]=2)[N:20]([C:36](=[O:38])[CH3:37])[C@@H:19]([CH3:39])[CH2:18]1)C.[C:41](=O)([O-])[O-].[K+].[K+].[ClH:47].[CH2:48](O)[CH3:49]>C(Cl)Cl.N#N.C1C=CC([P]([Pd]([P](C2C=CC=CC=2)(C2C=CC=CC=2)C2C=CC=CC=2)([P](C2C=CC=CC=2)(C2C=CC=CC=2)C2C=CC=CC=2)[P](C2C=CC=CC=2)(C2C=CC=CC=2)C2C=CC=CC=2)(C2C=CC=CC=2)C2C=CC=CC=2)=CC=1>[ClH:47].[CH3:41][CH:48]([N:16]([C@H:17]1[C:26]2[C:21](=[CH:22][CH:23]=[C:24]([C:6]3[CH:7]=[CH:2][CH:3]=[C:4]([CH2:8][NH:9][CH3:10])[CH:5]=3)[CH:25]=2)[N:20]([C:36](=[O:38])[CH3:37])[C@@H:19]([CH3:39])[CH2:18]1)[C:15](=[O:40])[OH:14])[CH3:49] |f:2.3.4,8.9,10.11,^1:59,61,80,99|. Procedure details: [(3-Bromophenyl)methyl]methylamine (0.059 ml, 0.432 mmol), 1-methylethyl[(2S,4R)-1-acetyl-2-methyl-6-(4,4,5,5-tetramethyl-1,3,2-dioxaborolan-2-yl)-1,2,3,4-tetrahydro-4-quinolinyl]carbamate (for a preparation see Intermediate 52) (150 mg, 0.360 mmol), and potassium carbonate (74.7 mg, 0.540 mmol) were mixed together in ethanol (1.2 mL) and toluene (1.2 mL) and the reaction mixture was degassed using house vacuum and quenched several times with nitrogen tetrakis(triphenylphosphine)palladium(0) (20...